Dataset: the Open Reaction Database (ORD), a public repository of structured organic reaction records. Task: describe an organic reaction: reactants, conditions, products, and yield Reaction conditions: temperature 80 celsius, time 1.5 hour. The reactants are N1=C(C=CC=C1)C1=NC=CC=C1 (2,2′-bipyridine), CSSC (dimethyl disulfide), ClC=1C=C(C(=O)N2CS(C3=C2C=CC=C3)(=O)=O)C=C(C1O)I (3-(3-chloro-4-hydroxy-5-iodobenzoyl)-1,1-dioxo-2,3-dihydro-1,3-benzothiazole). The reagents and catalysts are [Zn] (zinc), [Ni](Br)Br (nickel bromide). RXN SMILES: [Cl:1][C:2]1[CH:3]=[C:4]([CH:18]=[C:19](I)[C:20]=1[OH:21])[C:5]([N:7]1[C:11]2[CH:12]=[CH:13][CH:14]=[CH:15][C:10]=2[S:9](=[O:17])(=[O:16])[CH2:8]1)=[O:6].N1C=CC=C[C:24]=1C1C=CC=CN=1.[CH3:35][S:36]SC>CN(C)C=O.[Zn].[Ni](Br)Br>[Cl:1][C:2]1[CH:3]=[C:4]([CH:18]=[C:19]([S:36][CH3:35])[C:20]=1[O:21][CH3:24])[C:5]([N:7]1[C:11]2[CH:12]=[CH:13][CH:14]=[CH:15][C:10]=2[S:9](=[O:17])(=[O:16])[CH2:8]1)=[O:6]. The product is ClC=1C=C(C(=O)N2CS(C3=C2C=CC=C3)(=O)=O)C=C(C1OC)SC (3-(3-chloro-4-methoxy-5-methylsulfanylbenzoyl)-1,1-dioxo-2,3-dihydro-1,3-benzothiazole). Reported procedure: 3-(3-chloro-4-hydroxy-5-iodobenzoyl)-1,1-dioxo-2,3-dihydro-1,3-benzothiazole (1.19 g) was dissolved in N,N-dimethylformamide (9 mL), and 2,2′-bipyridine (32 mg), a zinc powder (262 mg), nickel bromide (45 mg) and dimethyl disulfide (0.09 mL) were added to the solution, and then the mixture was stirred at 80° C. for 1.5 hours. After the reaction solution was filtered, 1N hydrochloric acid was added and the reaction mixture was extracted with ethyl acetate. The organic layer was washed with satura... Run in CN(C=O)C (N,N-dimethylformamide). Reactants: C(=O)C1=C(C(=O)O)C=C(C=C1)C(F)(F)F (2-formyl-5-(trifluoromethyl)benzoic acid), S(=O)(Cl)Cl (thionyl chloride). Procedure: A solution of Example 375A (0.6 g) and thionyl chloride (3.27 g, 27.5 mmol) was refluxed for 2 hr. The reaction solution was cooled to room temperature, concentrated, azeotroped with toluene, and used without further purification. Yields the product C(=O)C1=C(C(=O)Cl)C=C(C=C1)C(F)(F)F (2-formyl-5-(trifluoromethyl)benzoyl chloride). Reaction SMILES: [CH:1]([C:3]1[CH:11]=[CH:10][C:9]([C:12]([F:15])([F:14])[F:13])=[CH:8][C:4]=1[C:5](O)=[O:6])=[O:2].S(Cl)([Cl:18])=O>>[CH:1]([C:3]1[CH:11]=[CH:10][C:9]([C:12]([F:15])([F:14])[F:13])=[CH:8][C:4]=1[C:5]([Cl:18])=[O:6])=[O:2]. The reactants are C(C)OC(=O)C1=C(N=C(S1)Cl)C1=CC=CC=C1 (2-chloro-4-phenylthiazole-5-carboxylic acid ethyl ester), O (Water), COC1=CC2=C(N=CN2)C=C1OC (5,6-Dimethoxybenzimidazole), [H-].[Na+] (NaH). The solvent is CN1CCCC1=O (NMP), CN1CCCC1=O (NMP). Reaction conditions: time 20 minute. Product: C(C)OC(=O)C1=C(N=C(S1)N1C=NC2=C1C=C(C(=C2)OC)OC)C2=CC=CC=C2 (2-(5,6-dimethoxy-benzoimidazol-1-yl)-4-phenylthiazole-5-carboxylic acid ethyl ester). Isolated yield 83.6%. RXN SMILES: [CH3:1][O:2][C:3]1[C:11]([O:12][CH3:13])=[CH:10][C:6]2[N:7]=[CH:8][NH:9][C:5]=2[CH:4]=1.[H-].[Na+].[CH2:16]([O:18][C:19]([C:21]1[S:25][C:24](Cl)=[N:23][C:22]=1[C:27]1[CH:32]=[CH:31][CH:30]=[CH:29][CH:28]=1)=[O:20])[CH3:17].O>CN1C(=O)CCC1>[CH2:16]([O:18][C:19]([C:21]1[S:25][C:24]([N:9]2[C:5]3[CH:4]=[C:3]([O:2][CH3:1])[C:11]([O:12][CH3:13])=[CH:10][C:6]=3[N:7]=[CH:8]2)=[N:23][C:22]=1[C:27]1[CH:32]=[CH:31][CH:30]=[CH:29][CH:28]=1)=[O:20])[CH3:17] |f:1.2|. Procedure details: 5,6-Dimethoxybenzimidazole (470 mg, 2.64 mmol) was added to a suspension of NaH (60% in mineral oil, 112 mg, 2.8 mmol) in NMP (5 ml) at <5° C. The mixture was stirred for 20 min, then a solution of 2-chloro-4-phenylthiazole-5-carboxylic acid ethyl ester (589 mg, 2.2 mmol) in NMP (1.5 ml) was added over 2-3 min. The mixture was stirred 2.5 hrs at RT. Water (15 ml) was added and stirred for 20 min. Solid was collected by filtration to provide the product 2-(5,6-dimethoxy-benzoimidazol-1-yl)-4-phen... Reactants: N1=CC=C(C=C1)N1CCN(CC1)CC(=O)Cl (2-[4-(4-pyridyl)piperazin-1-yl]acetyl chloride), NCCCNS(=O)(=O)C1=CC2=CC=CC=C2C=C1 (N-(3-aminopropyl)naphthalene-2-sulphonamide). Product: C1=C(C=CC2=CC=CC=C12)S(=O)(=O)NCCCNC(CN1CCN(CC1)C1=CC=NC=C1)=O (N-[3-(2-naphthalenesulphonamido)propyl]-2-[4-(4-pyridyl)piperazin-1-yl]acetamide). Yield: 34.0%. Reaction SMILES: [N:1]1[CH:6]=[CH:5][C:4]([N:7]2[CH2:12][CH2:11][N:10]([CH2:13][C:14](Cl)=[O:15])[CH2:9][CH2:8]2)=[CH:3][CH:2]=1.[NH2:17][CH2:18][CH2:19][CH2:20][NH:21][S:22]([C:25]1[CH:34]=[CH:33][C:32]2[C:27](=[CH:28][CH:29]=[CH:30][CH:31]=2)[CH:26]=1)(=[O:24])=[O:23]>>[CH:26]1[C:27]2[C:32](=[CH:31][CH:30]=[CH:29][CH:28]=2)[CH:33]=[CH:34][C:25]=1[S:22]([NH:21][CH2:20][CH2:19][CH2:18][NH:17][C:14](=[O:15])[CH2:13][N:10]1[CH2:11][CH2:12][N:7]([C:4]2[CH:5]=[CH:6][N:1]=[CH:2][CH:3]=2)[CH2:8][CH2:9]1)(=[O:24])=[O:23]. Procedure: Using an analogous procedure to that described in Example 1, 2-[4-(4-pyridyl)piperazin-1-yl]acetyl chloride was reacted with N-(3-aminopropyl)naphthalene-2-sulphonamide to give N-[3-(2-naphthalenesulphonamido)propyl]-2-[4-(4-pyridyl)piperazin-1-yl]acetamide in 34% yield;